This data is from the Open Reaction Database (ORD), a public repository of structured organic reaction records. The task is: describe an organic reaction: reactants, conditions, products, and yield The reactants are COC(=O)c1cc2c(Br)cccc2[nH]1, CN(C)C=O, CCOC(C)=O, CC(=O)[O-], ClCCl, [Na+], O, O=P(Cl)(Cl)Cl. Yields the product COC(=O)c1[nH]c2cccc(Br)c2c1C=O. RXN SMILES: [Br:1][c:2]1[c:3]2[cH:4][c:5]([C:11](=[O:12])[O:13][CH3:14])[nH:6][c:7]2[cH:8][cH:9][cH:10]1.[CH3:20][N:21]([CH:22]=[O:23])[CH3:24].[CH3:28][CH2:29][O:30][C:31](=[O:32])[CH3:33].[CH3:35][C:36](=[O:37])[O-:38].[Cl:25][CH2:26][Cl:27].[Na+:34].[OH2:39].[P:15]([Cl:16])([Cl:17])([Cl:18])=[O:19]>>[Br:1][c:2]1[c:3]2[c:4]([CH:22]=[O:23])[c:5]([C:11](=[O:12])[O:13][CH3:14])[nH:6][c:7]2[cH:8][cH:9][cH:10]1. Reactants: C(=O)C1=CC=CC(=N1)C(=O)O (6-formyl-2-pyridinecarboxylic acid), N1CCCCC1 (piperidine), C(C)(=O)O (acetic acid), C(C)(=O)O[BH-](OC(C)=O)OC(C)=O.[Na+] (sodium triacetoxyborohydride), aminopropyl. Solvent: ClCCl (dichloromethane). Run at time 45 minute. Product: N1(CCCCC1)CC1=CC=CC(=N1)C(=O)O (6-(1-Piperidinylmethyl)-2-pyridinecarboxylic acid). The yield is 103.5%. As a reaction SMILES: [CH:1]([C:3]1[N:8]=[C:7]([C:9]([OH:11])=[O:10])[CH:6]=[CH:5][CH:4]=1)=O.[NH:12]1[CH2:17][CH2:16][CH2:15][CH2:14][CH2:13]1.C(O)(=O)C.C(O[BH-](OC(=O)C)OC(=O)C)(=O)C.[Na+]>ClCCl>[N:12]1([CH2:1][C:3]2[N:8]=[C:7]([C:9]([OH:11])=[O:10])[CH:6]=[CH:5][CH:4]=2)[CH2:17][CH2:16][CH2:15][CH2:14][CH2:13]1 |f:3.4|. Procedure: To a solution of 6-formyl-2-pyridinecarboxylic acid (available from Chemstep Product List, 250 mg, 1.65 mmol) in dichloromethane (5.8 ml) was added piperidine (0.428 ml, 4.33 mmol) and acetic acid (0.083 ml). The mixture was stirred at room temperature for 30 mins when sodium triacetoxyborohydride (459 mg, 2.17 mmol) was added and the mixture stirred for 45 mins. The mixture was loaded onto an aminopropyl cartridge (5 g) pre-eluted with dichloromethane. The cartridge was eluted with dichlorometh... The reactants are CO, S=C1CN=C(c2ccccc2Cl)c2cc(Cl)ccc2N1, ClCCN1CCCCC1, Cl, [Na+], [OH-], O. Product: Clc1ccc2c(c1)C(c1ccccc1Cl)=NCC(SCCN1CCCCC1)=N2. RXN SMILES: [CH3:23][OH:24].[Cl:1][c:2]1[c:3]([C:8]2=[N:9][CH2:10][C:11](=[S:20])[NH:12][c:13]3[c:14]2[cH:15][c:16]([Cl:19])[cH:17][cH:18]3)[cH:4][cH:5][cH:6][cH:7]1.[Cl:26][CH2:27][CH2:28][N:29]1[CH2:30][CH2:31][CH2:32][CH2:33][CH2:34]1.[ClH:25].[Na+:22].[OH-:21].[OH2:35]>>[Cl:1][c:2]1[c:3]([C:8]2=[N:9][CH2:10][C:11]([S:20][CH2:27][CH2:28][N:29]3[CH2:30][CH2:31][CH2:32][CH2:33][CH2:34]3)=[N:12][c:13]3[c:14]2[cH:15][c:16]([Cl:19])[cH:17][cH:18]3)[cH:4][cH:5][cH:6][cH:7]1. The reactants are C(C)(C)(C)OC(=O)N1C[C@@H]([C@H](CC1)C1=CC=C(C=C1)OCCCOCC1=C(C=CC=C1)OC)OCC1=CC=C2CCCN(C2=C1)CCCNC(C)=O ((3R,4R)-3-[1-(3-acetylamino-propyl)-1,2,3,4-tetrahydro-quinolin-7-ylmethoxy]-4-[4-[3-(2-methoxy-benzyloxy)-propoxy]-phenyl]-piperidine-1-carboxylic acid tert-butyl ester). Reagents/catalysts: [Br-].[Zn+2].[Br-] (zinc bromide). Product: COC1=C(COCCCOC2=CC=C(C=C2)[C@@H]2[C@H](CNCC2)OCC2=CC=C3CCCN(C3=C2)CCCNC(C)=O)C=CC=C1 ((3R,4R)-N-[3-[7-(4-[4-[3-(2-methoxy-benzyloxy)-propoxy]-phenyl]-piperidin-3-yloxymethyl)-3,4-dihydro-2H-quinolin-1-yl]-propyl]-acetamide). Reaction SMILES: C(OC([N:8]1[CH2:13][CH2:12][C@H:11]([C:14]2[CH:19]=[CH:18][C:17]([O:20][CH2:21][CH2:22][CH2:23][O:24][CH2:25][C:26]3[CH:31]=[CH:30][CH:29]=[CH:28][C:27]=3[O:32][CH3:33])=[CH:16][CH:15]=2)[C@@H:10]([O:34][CH2:35][C:36]2[CH:45]=[C:44]3[C:39]([CH2:40][CH2:41][CH2:42][N:43]3[CH2:46][CH2:47][CH2:48][NH:49][C:50](=[O:52])[CH3:51])=[CH:38][CH:37]=2)[CH2:9]1)=O)(C)(C)C>[Br-].[Zn+2].[Br-]>[CH3:33][O:32][C:27]1[CH:28]=[CH:29][CH:30]=[CH:31][C:26]=1[CH2:25][O:24][CH2:23][CH2:22][CH2:21][O:20][C:17]1[CH:16]=[CH:15][C:14]([C@H:11]2[CH2:12][CH2:13][NH:8][CH2:9][C@@H:10]2[O:34][CH2:35][C:36]2[CH:45]=[C:44]3[C:39]([CH2:40][CH2:41][CH2:42][N:43]3[CH2:46][CH2:47][CH2:48][NH:49][C:50](=[O:52])[CH3:51])=[CH:38][CH:37]=2)=[CH:19][CH:18]=1 |f:1.2.3|. Reported procedure: In analogy to the procedure described in example 1(e), the (3R,4R)-3-[1-(3-acetylamino-propyl)-1,2,3,4-tetrahydro-quinolin-7-ylmethoxy]-4-[4-[3-(2-methoxy-benzyloxy)-propoxy]-phenyl]-piperidine-1-carboxylic acid tert-butyl ester was deprotected with zinc bromide to yield the (3R,4R)-N-[3-[7-(4-[4-[3-(2-methoxy-benzyloxy)-propoxy]-phenyl]-piperidin-3-yloxymethyl)-3,4-dihydro-2H-quinolin-1-yl]-propyl]-acetamide as a light yellow oil; MS: 616 (M+H)+. Run at temperature 95 celsius. Reported procedure: The mixture consisting of 590 mg g of 3-methoxy-4-nitrobenzoic hydrazide, 6 ml of pyridine and 210 mg of thioacetamide was heated to 95° C. for 2 hours. After cooling, the volatile fractions were removed under reduced pressure at 40° C. and the residue was subjected to column chromatography purification (silica gel, solvent: 95:5 dichloromethane:methanol) Reaction SMILES: [CH3:1][O:2][C:3]1[CH:4]=[C:5]([CH:10]=[CH:11][C:12]=1[N+:13]([O-:15])=[O:14])[C:6]([NH:8][NH2:9])=O.[C:16]([NH2:19])(=S)[CH3:17]>N1C=CC=CC=1>[CH3:1][O:2][C:3]1[CH:4]=[C:5]([C:6]2[NH:19][C:16]([CH3:17])=[N:9][N:8]=2)[CH:10]=[CH:11][C:12]=1[N+:13]([O-:15])=[O:14]. Solvent: N1=CC=CC=C1 (pyridine). Yields the product COC=1C=C(C=CC1[N+](=O)[O-])C1=NN=C(N1)C (3-(3-methoxy-4-nitrophenyl)-5-methyl-4H-[1,2,4]triazole). Reactants: COC=1C=C(C(=O)NN)C=CC1[N+](=O)[O-] (3-methoxy-4-nitrobenzoic hydrazide), C(C)(=S)N (thioacetamide). Reactants: NC1=C(C=CC=C1N)C(=O)NC1=C(C=C(C(=O)N(C2=C(C=C(C=C2)C)OCCCCCC(=O)N2CCN(CC2)C)C)C=C1)OC (4-(2,3-diaminophenyl)carbonylamino-3-methoxy-N-methyl-N-[4-methyl-2-[5-(4-methylpiperazin-1-yl)carbonylpent-1-yloxy]phenyl]benzamide), C(=O)C=O (glyoxal), S(=O)(O)[O-].[Na+] (sodium hydrogen sulfite). Solvent: C(C)O (ethanol), C(Cl)(Cl)Cl (chloroform). The product is COC=1C=C(C(=O)N(C2=C(C=C(C=C2)C)OCCCCCC(=O)N2CCN(CC2)C)C)C=CC1NC(=O)C1=C2N=CC=NC2=CC=C1 (3-methoxy-N-methyl-N-[4-methyl-2-[5-(4-methylpiperazin-1-yl)carbonylpent-1-yloxy]phenyl]-4-(quinoxalin-5-yl)carbonylaminobenzamide). Yield: 63.2%. RXN SMILES: [NH2:1][C:2]1[C:7]([NH2:8])=[CH:6][CH:5]=[CH:4][C:3]=1[C:9]([NH:11][C:12]1[CH:43]=[CH:42][C:15]([C:16]([N:18]([CH3:41])[C:19]2[CH:24]=[CH:23][C:22]([CH3:25])=[CH:21][C:20]=2[O:26][CH2:27][CH2:28][CH2:29][CH2:30][CH2:31][C:32]([N:34]2[CH2:39][CH2:38][N:37]([CH3:40])[CH2:36][CH2:35]2)=[O:33])=[O:17])=[CH:14][C:13]=1[O:44][CH3:45])=[O:10].[CH:46]([CH:48]=O)=O.S([O-])(O)=O.[Na+]>C(O)C.C(Cl)(Cl)Cl>[CH3:45][O:44][C:13]1[CH:14]=[C:15]([CH:42]=[CH:43][C:12]=1[NH:11][C:9]([C:3]1[CH:4]=[CH:5][CH:6]=[C:7]2[C:2]=1[N:1]=[CH:46][CH:48]=[N:8]2)=[O:10])[C:16]([N:18]([CH3:41])[C:19]1[CH:24]=[CH:23][C:22]([CH3:25])=[CH:21][C:20]=1[O:26][CH2:27][CH2:28][CH2:29][CH2:30][CH2:31][C:32]([N:34]1[CH2:35][CH2:36][N:37]([CH3:40])[CH2:38][CH2:39]1)=[O:33])=[O:17] |f:2.3|. Procedure details: A mixture of 4-(2,3-diaminophenyl)carbonylamino-3-methoxy-N-methyl-N-[4-methyl-2-[5-(4-methylpiperazin-1-yl)carbonylpent-1-yloxy]phenyl]benzamide (200 mg), glyoxal (47 mg) and sodium hydrogen sulfite (169 mg) in ethanol (15 ml) was refluxed for 5 hours. The solution was diluted with chloroform (30 ml) and the solution was washed with water and brine. The organic solution was dried over magnesium sulfate and the solvent was evaporated in vacuo to give an oil. The crude product was purified by sil... Reactants: [OH-].[Na+] (NaOH), C(C)(C)C(C(O[SiH3])(C(C)C)C(C)C)[C@@H]1C[C@H](C1)C1=C(C(=O)[O-])C=CC(=C1)[N+](=O)[O-] (trans-3-(triisopropyl-siloxyethyl)cyclobutyl-4-nitrobenzoate), CC(=O)O (AcOH). The solvent is O1CCOCC1 (1,4-dioxane). Run at time 1 hour. Product: C(C)(C)C(C(O[SiH3])(C(C)C)C(C)C)[C@@H]1C[C@H](C1)O (trans-3-(Triisopropyl-siloxyethyl)cyclobutanol). Reaction SMILES: [OH-].[Na+].[CH:3]([CH:6]([C@H:16]1[CH2:19][C@H:18](C2C=C([N+]([O-])=O)C=CC=2C([O-])=O)[CH2:17]1)[C:7]([CH:13]([CH3:15])[CH3:14])([CH:10]([CH3:12])[CH3:11])[O:8][SiH3:9])([CH3:5])[CH3:4].CC(O)=[O:34]>O1CCOCC1>[CH:3]([CH:6]([C@H:16]1[CH2:17][C@H:18]([OH:34])[CH2:19]1)[C:7]([CH:10]([CH3:11])[CH3:12])([CH:13]([CH3:15])[CH3:14])[O:8][SiH3:9])([CH3:4])[CH3:5] |f:0.1|. Procedure: Aqueous NaOH (0.4 mol/L, 12 mL, 4.56 mmol) was added to a stirred solution of trans-3-(triisopropyl-siloxyethyl)cyclobutyl-4-nitrobenzoate (0.96 g, 2.28 mmol) in 18 mL 1,4-dioxane at ambient temperature. After 1 hr, AcOH was added drop by drop. After 5 min, the reaction mixture was concentrated by rotovap. The residue was partitioned between EtOAc (10 mL) and saturated NaHCO3 (2×10 mL). The organic phase was dried over MgSO4 and solvent evaporation gave light yellow oil (0.57 g, 92.3%, Rf=0.23 (... The reactants are FC=1C=C(C=CC1)C(CCC(=O)NC1=CC=C(C=C1)OC(F)(F)F)O (4-(3-fluoro-phenyl)-N-(4-trifluoromethoxy-phenyl)-4-hydroxy-butyramide), C1(=CC=C(C=C1)S(=O)(=O)Cl)C (p-toluenesulfonyl chloride), CC(C)([O-])C.[K+] (potassium t-butoxide). Run in O1CCCC1 (tetrahydrofuran). Run at temperature -40 celsius, time 2 hour. Yields the product FC=1C=C(C=CC1)C1CCC(N1C1=CC=C(C=C1)OC(F)(F)F)=O ((±)-5-(3-fluoro-phenyl)-1-(4-trifluoromethoxy-phenyl)-pyrrolidin-2-one). Yield: 81.6%. RXN SMILES: [F:1][C:2]1[CH:3]=[C:4]([CH:8](O)[CH2:9][CH2:10][C:11]([NH:13][C:14]2[CH:19]=[CH:18][C:17]([O:20][C:21]([F:24])([F:23])[F:22])=[CH:16][CH:15]=2)=[O:12])[CH:5]=[CH:6][CH:7]=1.C1(C)C=CC(S(Cl)(=O)=O)=CC=1.CC(C)([O-])C.[K+]>O1CCCC1>[F:1][C:2]1[CH:3]=[C:4]([CH:8]2[N:13]([C:14]3[CH:19]=[CH:18][C:17]([O:20][C:21]([F:24])([F:23])[F:22])=[CH:16][CH:15]=3)[C:11](=[O:12])[CH2:10][CH2:9]2)[CH:5]=[CH:6][CH:7]=1 |f:2.3|. Procedure: Stir 4-(3-fluoro-phenyl)-N-(4-trifluoromethoxy-phenyl)-4-hydroxy-butyramide (2.45 g, 6.86 mmol) and p-toluenesulfonyl chloride (1.63 g, 8.60 mmol) in dry tetrahydrofuran (30 mL) under nitrogen. Cool to −40° C. and slowly add potassium t-butoxide (1M in tetrahydrofuran) (17.2 mL, 17.2 mmol). Allow to warm slowly to room temperature and stir for 2 hours. Add aqueous NH4Cl solution and extract with ethyl acetate, wash with brine and dry over anhydrous magnesium sulfate. Evaporate and purify on a si... As a reaction SMILES: [CH2:22]1[O:23][CH2:24][CH2:25][CH2:26]1.[CH3:27][c:28]1[cH:29][cH:30][cH:31][cH:32][cH:33]1.[F:1][C:2]([C:3](=[O:4])[N:5]1[CH2:6][c:7]2[cH:8][cH:9][c:10]3[c:11]([c:12]2[CH2:13][CH2:14]1)[CH2:15][CH2:16][CH2:17][C:18]3=[O:19])([F:20])[F:21]>>[F:1][C:2]([C:3](=[O:4])[N:5]1[CH2:6][c:7]2[cH:8][cH:9][c:10]3[c:11]([c:12]2[CH2:13][CH2:14]1)[CH2:15][CH2:16][CH2:17][CH:18]3[OH:19])([F:20])[F:21]. The product is O=C(N1CCc2c(ccc3c2CCCC3O)C1)C(F)(F)F. Reactants: C1CCOC1, Cc1ccccc1, O=C1CCCc2c1ccc1c2CCN(C(=O)C(F)(F)F)C1. Reactants: OC=1C=C(C=CC1)NS(=O)(=O)C1=CC=2C(C3=CC(=CC=C3C2C=C1)S(=O)(=O)NC1=CC(=CC=C1)O)=CC(=O)OCC (Ethyl (2,7-bis{[(3-Hydroxyphenyl)amino]sulfonyl}-9H-fluoren-9-ylidene)acetate). The solvent is C1CCOC1 (THF), [OH-].[Na+] (NaOH). The product is OC=1C=C(C=CC1)NS(=O)(=O)C1=CC=2C(C3=CC(=CC=C3C2C=C1)S(=O)(=O)NC1=CC(=CC=C1)O)=CC(=O)O ((2,7-bis{[(3-Hydroxyphenyl)amino]sulfonyl}-9H-fluoren-9-ylidene)acetic Acid). Yield: 21.6%. Reaction SMILES: [OH:1][C:2]1[CH:3]=[C:4]([NH:8][S:9]([C:12]2[CH:24]=[CH:23][C:22]3[C:21]4[C:16](=[CH:17][C:18]([S:25]([NH:28][C:29]5[CH:34]=[CH:33][CH:32]=[C:31]([OH:35])[CH:30]=5)(=[O:27])=[O:26])=[CH:19][CH:20]=4)[C:15](=[CH:36][C:37]([O:39]CC)=[O:38])[C:14]=3[CH:13]=2)(=[O:11])=[O:10])[CH:5]=[CH:6][CH:7]=1>C1COCC1.[OH-].[Na+]>[OH:1][C:2]1[CH:3]=[C:4]([NH:8][S:9]([C:12]2[CH:24]=[CH:23][C:22]3[C:21]4[C:16](=[CH:17][C:18]([S:25]([NH:28][C:29]5[CH:34]=[CH:33][CH:32]=[C:31]([OH:35])[CH:30]=5)(=[O:26])=[O:27])=[CH:19][CH:20]=4)[C:15](=[CH:36][C:37]([OH:39])=[O:38])[C:14]=3[CH:13]=2)(=[O:10])=[O:11])[CH:5]=[CH:6][CH:7]=1 |f:2.3|. Procedure: The product from Example 5A (460 mg, 0.78 mmol) in THF (5 mL) and 15% aqueous NaOH (5 mL) was heated at reflux for 6 hours. The mixture was allowed to cool to ambient temperature, acidified, and extracted with ethyl acetate. The organic phase was separated, washed with brine, dried (Na2SO4), filtered, and the filtrate concentrated under reduced pressure to provide the title compound as a yellow solid (95 mg, 22% yield). 1H NMR (300 MHz, DMSO-d6) δ 10.26 (s, 1H), 10.16 (s, 1H), 9.43 (s, 1H), 9.18...